Dataset: the Open Reaction Database (ORD), a public repository of structured organic reaction records. Task: describe an organic reaction: reactants, conditions, products, and yield Reactants: COCCN (2-methoxyethylamine), ClC1=C(C=C(C(=C1[N+](=O)[O-])Cl)[N+](=O)[O-])C(F)(F)F (2,4-dichloro-3,5-dinitro-benzotrifluoride). Solvent: C(Cl)(Cl)Cl (chloroform), C(Cl)(Cl)Cl (chloroform). Conditions: time 2 hour. The product is [N+](=O)([O-])C=1C(=C(C=C(C1NCCOC)[N+](=O)[O-])C(F)(F)F)Cl (3,5-dinitro-4-[2-methoxyethyl-amino]-2-chlorobenzotrifluoride). RXN SMILES: [CH3:1][O:2][CH2:3][CH2:4][NH2:5].[Cl:6][C:7]1[C:12]([N+:13]([O-:15])=[O:14])=[C:11](Cl)[C:10]([N+:17]([O-:19])=[O:18])=[CH:9][C:8]=1[C:20]([F:23])([F:22])[F:21]>C(Cl)(Cl)Cl>[N+:13]([C:12]1[C:7]([Cl:6])=[C:8]([C:20]([F:21])([F:22])[F:23])[CH:9]=[C:10]([N+:17]([O-:19])=[O:18])[C:11]=1[NH:5][CH2:4][CH2:3][O:2][CH3:1])([O-:15])=[O:14]. Procedure: A solution of 9.8 g (0.131 mole) of 2-methoxyethylamine in 20 ml of chloroform is added dropwise at 0°-5° C. to a solution of 20 g (0.065 mole) of 2,4-dichloro-3,5-dinitro-benzotrifluoride in 40 ml of chloroform. The reaction mixture is stirred for 2 hours at 0°-5° C. and then for 18 hours at room temperature. For working up, the reaction mixture is concentrated and the residue is taken up in ether. The ethereal solution is washed twice with water and three times with sodium chloride solution, d...